This data is from the Open Reaction Database (ORD), a public repository of structured organic reaction records. The task is: describe an organic reaction: reactants, conditions, products, and yield Procedure: The title compound, white solid (86 mg, 83%), MS (ISP) m/z=413.5 [(M+H)+], mp 193° C., was prepared in accordance with the general method of example 32 from trans-4-{2-[4-(2,3-dihydrofuro[3,2-c]pyridin-4-yl)-piperazin-1-yl]-ethyl}-cyclohexanamine trihydrochloride (intermediate C) (110 mg, 0.25 mmol) and cyclopropyl-acetic acid. RXN SMILES: Cl.Cl.Cl.[O:4]1[C:12]2[CH:11]=[CH:10][N:9]=[C:8]([N:13]3[CH2:18][CH2:17][N:16]([CH2:19][CH2:20][C@H:21]4[CH2:26][CH2:25][C@H:24]([NH2:27])[CH2:23][CH2:22]4)[CH2:15][CH2:14]3)[C:7]=2[CH2:6][CH2:5]1.[CH:28]1([CH2:31][C:32](O)=[O:33])[CH2:30][CH2:29]1>>[CH:28]1([CH2:31][C:32]([NH:27][C@H:24]2[CH2:25][CH2:26][C@H:21]([CH2:20][CH2:19][N:16]3[CH2:17][CH2:18][N:13]([C:8]4[C:7]5[CH2:6][CH2:5][O:4][C:12]=5[CH:11]=[CH:10][N:9]=4)[CH2:14][CH2:15]3)[CH2:22][CH2:23]2)=[O:33])[CH2:30][CH2:29]1 |f:0.1.2.3|. Reactants: solid, Cl.Cl.Cl.O1CCC=2C(=NC=CC21)N2CCN(CC2)CC[C@@H]2CC[C@H](CC2)N (trans-4-{2-[4-(2,3-dihydrofuro[3,2-c]pyridin-4-yl)-piperazin-1-yl]-ethyl}-cyclohexanamine trihydrochloride), Cl.Cl.Cl.O1CCC=2C(=NC=CC21)N2CCN(CC2)CC[C@@H]2CC[C@H](CC2)N (trans-4-{2-[4-(2,3-dihydrofuro[3,2-c]pyridin-4-yl)-piperazin-1-yl]-ethyl}-cyclohexanamine trihydrochloride), C1(CC1)CC(=O)O (cyclopropyl-acetic acid). The product is C1(CC1)CC(=O)N[C@@H]1CC[C@H](CC1)CCN1CCN(CC1)C1=NC=CC2=C1CCO2 (trans-2-Cyclopropyl-N-(4-{2-[4-(2,3-dihydro-furo[3,2-c]pyridin-4-yl)-piperazin-1-yl]-ethyl}-cyclohexyl)-acetamide).